From a dataset of the Open Reaction Database (ORD), a public repository of structured organic reaction records. describe an organic reaction: reactants, conditions, products, and yield Starting materials: COC(=O)CC(C)=O, CCCCCC=O, [H][H]. Product: CCCCCCC(C(C)=O)C(=O)OC. RXN SMILES: [C:1]([CH2:2][C:3](=[O:4])[CH3:5])(=[O:6])[O:7][CH3:8].[CH:9]([CH2:10][CH2:11][CH2:12][CH2:13][CH3:14])=[O:15].[H:16][H:17]>>[C:1]([CH:2]([C:3](=[O:4])[CH3:5])[CH2:9][CH2:10][CH2:11][CH2:12][CH2:13][CH3:14])(=[O:6])[O:7][CH3:8].